This data is from the Open Reaction Database (ORD), a public repository of structured organic reaction records. The task is: describe an organic reaction: reactants, conditions, products, and yield Starting materials: C(C1=CC=CC=C1)N1CCC(CC1)N(C(COC1=NC(=CC(=N1)C)C)=O)C (N-(1-benzylpiperidine-4-yl)-2-(4,6-dimethylpyrimidine-2-yloxy)-N-methylacetamide), Cl.C(C)(=O)OCC (HCl ethyl acetate), CC1=NC(=NC(=C1)C)OCC(=O)O (2-(4,6-dimethylpyrimidine-2-yl)oxyacetic acid), C(C1=CC=CC=C1)N1CCC(CC1)NC (1-benzyl-N-methylpiperidine-4-amine). Run in CO (methanol). The product is C(C1=CC=CC=C1)N1CCC(CC1)N(C(COC1=NC(=CC(=N1)C)C)=O)C (N-(1-benzylpiperidine-4-yl)-2-(4,6-dimethylpyrimidine-2-yloxy)-N-methylacetamide), Cl.C(C1=CC=CC=C1)N1CCC(CC1)N(C(COC1=NC(=CC(=N1)C)C)=O)C (N-(1-benzylpiperidine-4-yl)-2-(4,6-dimethylpyrimidine-2-yloxy)-N-methylacetamide hydrochloride). Isolated yield 62.0%. Reaction SMILES: CC1C=C(C)N=C(OCC(O)=O)N=1.C(N1CCC(NC)CC1)C1C=CC=CC=1.[CH2:29]([N:36]1[CH2:41][CH2:40][CH:39]([N:42]([CH3:55])[C:43](=[O:54])[CH2:44][O:45][C:46]2[N:51]=[C:50]([CH3:52])[CH:49]=[C:48]([CH3:53])[N:47]=2)[CH2:38][CH2:37]1)[C:30]1[CH:35]=[CH:34][CH:33]=[CH:32][CH:31]=1.[ClH:56].C(OCC)(=O)C>CO>[CH2:29]([N:36]1[CH2:41][CH2:40][CH:39]([N:42]([CH3:55])[C:43](=[O:54])[CH2:44][O:45][C:46]2[N:51]=[C:50]([CH3:52])[CH:49]=[C:48]([CH3:53])[N:47]=2)[CH2:38][CH2:37]1)[C:30]1[CH:31]=[CH:32][CH:33]=[CH:34][CH:35]=1.[ClH:56].[CH2:29]([N:36]1[CH2:41][CH2:40][CH:39]([N:42]([CH3:55])[C:43](=[O:54])[CH2:44][O:45][C:46]2[N:51]=[C:50]([CH3:52])[CH:49]=[C:48]([CH3:53])[N:47]=2)[CH2:38][CH2:37]1)[C:30]1[CH:31]=[CH:32][CH:33]=[CH:34][CH:35]=1 |f:3.4,7.8|. Reported procedure: N-(1-benzylpiperidine-4-yl)-2-(4,6-dimethylpyrimidine-2-yloxy)-N-methylacetamide (147 mg: 62% yield) was synthesized from 2-(4,6-dimethylpyrimidine-2-yl)oxyacetic acid (117 mg) and 1-benzyl-N-methylpiperidine-4-amine (131 mg) in the same manner as in Example 49. Then, to a methanol solution of N-(1-benzylpiperidine-4-yl)-2-(4,6-dimethylpyrimidine-2-yloxy)-N-methylacetamide, 1 equivalent of 4N HCl/ethyl acetate solution was added. The mixture was then concentrated under reduced pressure to give t...